This data is from the Open Reaction Database (ORD), a public repository of structured organic reaction records. The task is: describe an organic reaction: reactants, conditions, products, and yield Reactants: C1(CC1)NC=1OC(=NN1)C=1C=C2C(=CN(C2=CC1)S(=O)(=O)C1=CC=C(C)C=C1)B1OC(C(O1)(C)C)(C)C (N-cyclopropyl-5-(3-(4,4,5,5-tetramethyl-1,3,2-dioxaborolan-2-yl)-1-tosyl-1H-indol-5-yl)-1,3,4-oxadiazol-2-amine), ClC1=NC(=CN=C1)C1CC1 (2-chloro-6-cyclopropylpyrazine), C1(CCCCC1)P(C1=C(C=CC=C1)C1=C(C=C(C=C1C(C)C)C(C)C)C(C)C)C1CCCCC1 (dicyclohexyl(2′,4′,6′-triisopropylbiphenyl-2-yl)phosphine), P(=O)([O-])([O-])[O-].[K+].[K+].[K+] (potassium phosphate). Reagents/catalysts: C=1C=CC(=CC1)/C=C/C(=O)/C=C/C2=CC=CC=C2.C=1C=CC(=CC1)/C=C/C(=O)/C=C/C2=CC=CC=C2.C=1C=CC(=CC1)/C=C/C(=O)/C=C/C2=CC=CC=C2.[Pd].[Pd] (Pd2(dba)3). Reaction conditions: temperature 130 celsius. Yields the product C1(CC1)NC=1OC(=NN1)C=1C=C2C(=CN(C2=CC1)S(=O)(=O)C1=CC=C(C)C=C1)C1=NC(=CN=C1)C1CC1 (N-cyclopropyl-5-(3-(6-cyclopropylpyrazin-2-yl)-1-tosyl-1H-indol-5-yl)-1,3,4-oxadiazol-2-amine). Isolated yield 19.5%. RXN SMILES: [CH:1]1([NH:4][C:5]2[O:6][C:7]([C:10]3[CH:11]=[C:12]4[C:16](=[CH:17][CH:18]=3)[N:15]([S:19]([C:22]3[CH:28]=[CH:27][C:25]([CH3:26])=[CH:24][CH:23]=3)(=[O:21])=[O:20])[CH:14]=[C:13]4B3OC(C)(C)C(C)(C)O3)=[N:8][N:9]=2)[CH2:3][CH2:2]1.Cl[C:39]1[CH:44]=[N:43][CH:42]=[C:41]([CH:45]2[CH2:47][CH2:46]2)[N:40]=1.C1(P(C2CCCCC2)C2C=CC=CC=2C2C(C(C)C)=CC(C(C)C)=CC=2C(C)C)CCCCC1.P([O-])([O-])([O-])=O.[K+].[K+].[K+]>C1C=CC(/C=C/C(/C=C/C2C=CC=CC=2)=O)=CC=1.C1C=CC(/C=C/C(/C=C/C2C=CC=CC=2)=O)=CC=1.C1C=CC(/C=C/C(/C=C/C2C=CC=CC=2)=O)=CC=1.[Pd].[Pd]>[CH:1]1([NH:4][C:5]2[O:6][C:7]([C:10]3[CH:11]=[C:12]4[C:16](=[CH:17][CH:18]=3)[N:15]([S:19]([C:22]3[CH:23]=[CH:24][C:25]([CH3:26])=[CH:27][CH:28]=3)(=[O:20])=[O:21])[CH:14]=[C:13]4[C:39]3[CH:44]=[N:43][CH:42]=[C:41]([CH:45]4[CH2:47][CH2:46]4)[N:40]=3)=[N:8][N:9]=2)[CH2:3][CH2:2]1 |f:3.4.5.6,7.8.9.10.11|. Procedure: To a 20 mL microwave vial was added N-cyclopropyl-5-(3-(4,4,5,5-tetramethyl-1,3,2-dioxaborolan-2-yl)-1-tosyl-1H-indol-5-yl)-1,3,4-oxadiazol-2-amine (200 mg, 0.456 mmol), 2-chloro-6-cyclopropylpyrazine (CombiPhos Catalysts Inc., 78 mg, 0.502 mmol), dicyclohexyl(2′,4′,6′-triisopropylbiphenyl-2-yl)phosphine (13.05 mg, 0.027 mmol), Pd2(dba)3 (12.5 mg, 0.014 mmol), and potassium phosphate (291 mg, 1.369 mmol) followed by purging with argon. The solids were treated with dioxane (4.0 mL) and water (0.4... The reactants are O1CC=CC2=CC=CC=C12 (chromene), S(O)(O)(=O)=O (sulfuric acid), C(CCC)(=O)CC(=O)OCC (ethyl butyrylacetate), C1(O)=CC(O)=CC(O)=C1 (phloroglucinol), C(CC)(=O)Cl (propionyl chloride). Solvent: C(=S)=S (carbon disulfide), [N+](=O)([O-])C1=CC=CC=C1 (nitrobenzene). Product: OC1=C2C(=CC(OC2=C(C(=C1)O)C(CC)=O)=O)CCC (5,7-dihydroxy-8-propionyl-4-propylcoumarin). The yield is 78.0%. As a reaction SMILES: [O:1]1[C:10]2[C:5](=[CH:6][CH:7]=[CH:8][CH:9]=2)C=CC1.[C:11](CC(OCC)=O)(=[O:15])[CH2:12][CH2:13]C.[C:22]1([CH:30]=[C:28]([OH:29])[CH:27]=[C:25]([OH:26])[CH:24]=1)[OH:23].S(=O)(=O)(O)O.C(Cl)(=O)CC>C(=S)=S.[N+](C1C=CC=CC=1)([O-])=O>[OH:23][C:22]1[CH:30]=[C:28]([OH:29])[C:27]([C:11](=[O:15])[CH2:12][CH3:13])=[C:25]2[C:24]=1[C:8]([CH2:7][CH2:6][CH3:5])=[CH:9][C:10](=[O:1])[O:26]2. Reported procedure: The key intermediate in the inventive method of preparation is chromene 4, which is synthesized by the sequence depicted in Scheme I. Thus, 5,7-dihydroxy-4-propylcoumafin, 2,5 was prepared quantitatively from ethyl butyrylacetate and phloroglucinol under Pechman conditions.6Product yield and purity was dependent on the amount of sulfuric acid used. The 8-position of 5,7-dihydroxy-4-propylcoumafin, 2, was then selectively acylated at 8°-10° C. by propionyl chloride and A1Cl3 in a mixture of carbo... Starting materials: OC1=C(C(=O)C2=CC=CC=C2)C=CC(=C1)OC (2-hydroxy-4-methoxybenzophenone), BrCCCC(=O)OCC (ethyl 4-bromobutyrate), CN(C)C=O (DMF), C([O-])([O-])=O.[K+].[K+] (Potassium carbonate), potassium trimethylsilanoate, ( 315 ). As a reaction SMILES: [OH:1][C:2]1[CH:15]=[C:14]([O:16][CH3:17])[CH:13]=[CH:12][C:3]=1[C:4]([C:6]1[CH:11]=[CH:10][CH:9]=[CH:8][CH:7]=1)=[O:5].Br[CH2:19][CH2:20][CH2:21][C:22]([O:24]CC)=[O:23].CN(C=O)C.C(=O)([O-])[O-].[K+].[K+]>O.O1CCCC1.Cl>[C:4]([C:3]1[CH:12]=[CH:13][C:14]([O:16][CH3:17])=[CH:15][C:2]=1[O:1][CH2:19][CH2:20][CH2:21][C:22]([OH:24])=[O:23])(=[O:5])[C:6]1[CH:11]=[CH:10][CH:9]=[CH:8][CH:7]=1 |f:3.4.5|. Conditions: time 20 hour. Solvent: O1CCCC1 (tetrahydrofuran), O (water), Cl (hydrochloric acid). Procedure details: A 100 mL mini-block tube equipped with a magnetic stir bar was charged with 4.56 g (20.0 mmol) of 2-hydroxy-4-methoxybenzophenone, 2.70 mL (3.68 g, 18.9 mmol) of ethyl 4-bromobutyrate and 40 mL of dimethylformainide (DMF). Potassium carbonate (2.96 g, 21.4 mmol) was added to the clear solution. The reaction mixture was heated to 80 C. After stirring for 20 hr at 25 C, the clear reaction mixture was diluted with water. The resulting solid was isolated by filtration. This solid was taken up in 30 ... Product: C(C1=CC=CC=C1)(=O)C1=C(OCCCC(=O)O)C=C(C=C1)OC (4-(2-Benzoyl-5-methoxyphenoxy)butyric acid). Reactants: S(=O)(=O)(O)[O-].[K+] (potassium hydrogensulfate), C([O-])([O-])=O.[K+].[K+] (Potassium carbonate), BrC1=C(C=C(C=C1)F)O (2-bromo-5-fluorophenol), C(C1=CC=CC=C1)Br (benzyl bromide). The solvent is CN(C)C=O (DMF). Run at time 15 minute. Product: C(C1=CC=CC=C1)OC1=C(C=CC(=C1)F)Br (2-Benzyloxy-1-bromo-4-fluorobenzene). Yield: 97.7%. RXN SMILES: C(=O)([O-])[O-].[K+].[K+].[Br:7][C:8]1[CH:13]=[CH:12][C:11]([F:14])=[CH:10][C:9]=1[OH:15].[CH2:16](Br)[C:17]1[CH:22]=[CH:21][CH:20]=[CH:19][CH:18]=1.S([O-])(O)(=O)=O.[K+]>CN(C=O)C>[CH2:16]([O:15][C:9]1[CH:10]=[C:11]([F:14])[CH:12]=[CH:13][C:8]=1[Br:7])[C:17]1[CH:22]=[CH:21][CH:20]=[CH:19][CH:18]=1 |f:0.1.2,5.6|. Reported procedure: Potassium carbonate (2.61 g, 18.8 mmol) was added to a solution of 2-bromo-5-fluorophenol (3.0 g, 15.7 mmol) in DMF (15.7 mL) and the mixture was stirred in a nitrogen stream at room temperature for 15 minutes. To this solution, benzyl bromide (2.69 g, 15.7 mmol) was added dropwise at the same temperature and the mixture solution was stirred at the same temperature overnight. To the reaction mixture was added a potassium hydrogensulfate aqueous solution, and the mixture was extracted with ethyl ... The reactants are ClCCl, CCCC[N+](CCCC)(CCCC)CCCC, C[NH2+]C, CN(C)C(=O)CCC(=O)[O-], [Na+], [OH-], O, O=S(=O)([O-])O. The product is CN(C)C(=O)CCC(=O)OCCl. RXN SMILES: [CH2:17]([Cl:18])[Cl:19].[CH2:25]([N+:26]([CH2:27][CH2:28][CH2:29][CH3:30])([CH2:31][CH2:32][CH2:33][CH3:34])[CH2:35][CH2:36][CH2:37][CH3:38])[CH2:39][CH2:40][CH3:41].[CH3:14][NH2+:15][CH3:16].[CH3:4][N:5]([C:6]([CH2:7][CH2:8][C:9](=[O:10])[O-:11])=[O:12])[CH3:13].[Na+:3].[OH-:2].[OH2:1].[S:20]([O-:21])([OH:22])(=[O:23])=[O:24]>>[CH3:4][N:5]([C:6]([CH2:7][CH2:8][C:9](=[O:10])[O:11][CH2:17][Cl:18])=[O:12])[CH3:13].